Dataset: the Open Reaction Database (ORD), a public repository of structured organic reaction records. Task: describe an organic reaction: reactants, conditions, products, and yield Reactants: CC(C)(C)c1cccc(C(C)(C)C)c1O, CS(C)=O, Cl, [Na+], O=[N+]([O-])c1ccccc1[N+](=O)[O-], [OH-]. The product is CC(C)(C)c1cc(-c2ccccc2[N+](=O)[O-])cc(C(C)(C)C)c1O. RXN SMILES: [C:15]([CH3:16])([CH3:17])([CH3:18])[c:19]1[c:20]([OH:29])[c:21]([C:25]([CH3:26])([CH3:27])[CH3:28])[cH:22][cH:23][cH:24]1.[CH3:31][S:32]([CH3:33])=[O:34].[ClH:30].[Na+:2].[O-:3][N+:4](=[O:5])[c:6]1[cH:7][cH:8][cH:9][cH:10][c:11]1[N+:12]([O-:13])=[O:14].[OH-:1]>>[c:6]1(-[c:23]2[cH:22][c:21]([C:25]([CH3:26])([CH3:27])[CH3:28])[c:20]([OH:29])[c:19]([C:15]([CH3:16])([CH3:17])[CH3:18])[cH:24]2)[cH:7][cH:8][cH:9][cH:10][c:11]1[N+:12]([O-:13])=[O:14]. The reactants are CO, [Fe+2], NOS(=O)(=O)O, O, O, O, O, O, O, O, O, O=S(=O)(O)O, O=S(=O)([O-])[O-], NC(=O)c1cnccn1. Product: NC(=O)c1cnc(CO)cn1. As a reaction SMILES: [CH3:22][OH:23].[Fe+2:36].[NH2:16][O:17][S:18]([OH:19])(=[O:20])=[O:21].[OH2:10].[OH2:24].[OH2:25].[OH2:26].[OH2:27].[OH2:28].[OH2:29].[OH2:30].[S:11](=[O:12])(=[O:13])([OH:14])[OH:15].[S:31]([O-:32])([O-:33])(=[O:34])=[O:35].[n:1]1[c:2]([C:7](=[O:8])[NH2:9])[cH:3][n:4][cH:5][cH:6]1>>[n:1]1[c:2]([C:7](=[O:8])[NH2:9])[cH:3][n:4][c:5]([CH2:22][OH:10])[cH:6]1. Procedure details: A 1 liter flask was charged with 400 mL methanol, methylcyclopentadiene (120.0 mL, 1.21 mol), acetone (200 mL, 2.72 mol), and pyrrolidine (40.0 mL, 0.464 mol). After stirring the orange solution for 71 hours, 50 mL of acetic acid were added, followed by 1200 mL H2O and 200 mL diethyl ether. The organic layer was isolated and the aqueous layer was extracted with diethyl ether (5×100 mL). The combined organic layers were extracted with H2O (3×30 mL) and 10% aqueous NaOH (3×30 mL). The organic laye... The reactants are CO (methanol), CC1=CC=CC1 (methylcyclopentadiene), CC(=O)C (acetone), N1CCCC1 (pyrrolidine). Yield: 109.2%. Yields the product CC=1C=CC(C1)=C(C)C (3,6,6-trimethylfulvene). Reaction conditions: time 71 hour. As a reaction SMILES: CO.[CH3:3][C:4]1[CH2:8][CH:7]=[CH:6][CH:5]=1.[CH3:9][C:10]([CH3:12])=O.N1CCCC1>C(OCC)C.O.C(O)(=O)C>[CH3:3][C:4]1[CH:8]=[CH:7][C:6](=[C:10]([CH3:12])[CH3:9])[CH:5]=1. Solvent: C(C)OCC (diethyl ether), C(C)(=O)O (acetic acid), O (H2O). Starting materials: CCOc1ccccc1C(=O)Cl, Cc1cccc(N)c1C(N)=O, c1ccncc1. Yields the product CCOc1ccccc1C(=O)Nc1cccc(C)c1C(N)=O. Reaction SMILES: [CH2:12]([CH3:13])[O:14][c:15]1[c:16]([C:17](=[O:18])[Cl:19])[cH:20][cH:21][cH:22][cH:23]1.[NH2:1][c:2]1[c:3]([C:4](=[O:5])[NH2:6])[c:7]([CH3:11])[cH:8][cH:9][cH:10]1.[cH:24]1[cH:25][cH:26][n:27][cH:28][cH:29]1>>[NH:1]([c:2]1[c:3]([C:4](=[O:5])[NH2:6])[c:7]([CH3:11])[cH:8][cH:9][cH:10]1)[C:17]([c:16]1[c:15]([O:14][CH2:12][CH3:13])[cH:23][cH:22][cH:21][cH:20]1)=[O:18]. Reactants: C([O-])([O-])=O.[Na+].[Na+] (sodium carbonate), C(Br)C1CO1 (epibromohydrin), C1NCCC2=CC=CC=C12 (1,2,3,4-tetrahydroisoquinoline). The solvent is C(C)#N (acetonitrile). The product is O1C(CN2CC3=CC=CC=C3CC2)C1 (2-[1-(2,3-epoxy)propyl]-1,2,3,4-tetrahydroisoquinoline). Yield: 43.9%. Reaction SMILES: [CH2:1]1[C:10]2[C:5](=[CH:6][CH:7]=[CH:8][CH:9]=2)[CH2:4][CH2:3][NH:2]1.C(=O)([O-])[O-].[Na+].[Na+].[CH2:17]([CH:19]1[O:21][CH2:20]1)Br>C(#N)C>[O:21]1[CH2:20][CH:19]1[CH2:17][N:2]1[CH2:3][CH2:4][C:5]2[C:10](=[CH:9][CH:8]=[CH:7][CH:6]=2)[CH2:1]1 |f:1.2.3|. Procedure details: 1,2,3,4-tetrahydroisoquinoline (25.0 g) was dissolved in acetonitrile (100 ml) and sodium carbonate (40.0 g) and epibromohydrin (31.0 g) were added thereto and heated at reflux for 4 hours. After the resultant salt was filtered, the filtrate was concentrated under reduced pressure. The residue was purified by silica gel column chromatography (Waco Gel C-200, 500 g) and eluted with a mixed solvent of chloroform (99 parts)+methanol (1 part) to give 2-[1-(2,3-epoxy)propyl]-1,2,3,4-tetrahydroisoquin... The reactants are CN1CC2=C(NC=3C=CC(=CC23)C)CC1 (2,3,4,5-tetrahydro-2,8-dimethyl-1H-pyrido[4,3-b]indole), [H-].[Na+] (sodium hydride), CC1(OC1)C=1C=NC=CC1 (3-(2-methyloxiran-2-yl)pyridine). The solvent is CN(C)C=O (DMF). Run at temperature 120 celsius, time 1 hour. Yields the product CN1CC2=C(N(C=3C=CC(=CC23)C)CC(C)(O)C=2C=NC=CC2)CC1 (1-(1,2,3,4-tetrahydro-2,8-dimethylpyrido[4,3-b]indol-5-yl)-2-(pyridin-3-yl)propan-2-ol). RXN SMILES: [CH3:1][N:2]1[CH2:15][CH2:14][C:5]2[NH:6][C:7]3[CH:8]=[CH:9][C:10]([CH3:13])=[CH:11][C:12]=3[C:4]=2[CH2:3]1.[H-].[Na+].[CH3:18][C:19]1([C:22]2[CH:23]=[N:24][CH:25]=[CH:26][CH:27]=2)[CH2:21][O:20]1>CN(C=O)C>[CH3:1][N:2]1[CH2:15][CH2:14][C:5]2[N:6]([CH2:18][C:19]([C:22]3[CH:23]=[N:24][CH:25]=[CH:26][CH:27]=3)([OH:20])[CH3:21])[C:7]3[CH:8]=[CH:9][C:10]([CH3:13])=[CH:11][C:12]=3[C:4]=2[CH2:3]1 |f:1.2|. Reported procedure: To a solution of 2,3,4,5-tetrahydro-2,8-dimethyl-1H-pyrido[4,3-b]indole (290 mg, 1.4 mmol) in DMF (6 mL) was added sodium hydride (38 mg, 1.6 mmol) and the solution was stirred at 120° C. for 1 h. The reaction mixture was cooled to 0° C. and 3-(2-methyloxiran-2-yl)pyridine (400 mg, 2.96 mmol) was added dropwise over a period of 5 min. The reaction mixture was stirred at 120° C. for 2 h, quenched with ice-water (15 mL) and extracted with EtOAc (60 mL). The organic layer was washed with water, bri...